Dataset: the Open Reaction Database (ORD), a public repository of structured organic reaction records. Task: describe an organic reaction: reactants, conditions, products, and yield Starting materials: C1(CC1)N1C=C(C(C2=CC(=C(C(=C12)C)F)F)=O)C(=O)OCC (ethyl 1-cyclopropyl-6,7-difluoro-8-methyl-1,4-dihydro-4-oxoquinoline-3-carboxylate), Cl (hydrochloric acid), O (water). The solvent is C(C)(=O)O (acetic acid). The product is C1(CC1)N1C=C(C(C2=CC(=C(C(=C12)C)F)F)=O)C(=O)O (1-cyclopropyl-6,7-difluoro-8-methyl-1,4-dihydro-4-oxoquinoline-3-carboxylic acid). The yield is 90.0%. As a reaction SMILES: [CH:1]1([N:4]2[C:13]3[C:8](=[CH:9][C:10]([F:16])=[C:11]([F:15])[C:12]=3[CH3:14])[C:7](=[O:17])[C:6]([C:18]([O:20]CC)=[O:19])=[CH:5]2)[CH2:3][CH2:2]1.Cl.O>C(O)(=O)C>[CH:1]1([N:4]2[C:13]3[C:8](=[CH:9][C:10]([F:16])=[C:11]([F:15])[C:12]=3[CH3:14])[C:7](=[O:17])[C:6]([C:18]([OH:20])=[O:19])=[CH:5]2)[CH2:2][CH2:3]1. Reported procedure: To ethyl 1-cyclopropyl-6,7-difluoro-8-methyl-1,4-dihydro-4-oxoquinoline-3-carboxylate (2.2 g) was added conc. hydrochloric acid (5 ml), water (2 ml) and acetic acid (20 ml), and the mixture is refluxed for 2 hours. After cooling, the precipitated crystals are separated by filtration, and washed with water, ethanol and diethyl ether in this order to give 1-cyclopropyl-6,7-difluoro-8-methyl-1,4-dihydro-4-oxoquinoline-3-carboxylic acid (1.8 g) as a white crystal, m.p. 240°-243° C. Yields the product O=C(NC1CN2CCC1CC2)c1ccc(C(F)(F)F)nc1. Starting materials: COc1ccccc1C(=O)NC1CN2CCC1CC2, O=C(O)c1ccc(C(F)(F)F)nc1. RXN SMILES: [CH3:1][O:2][c:3]1[cH:4][cH:5][cH:6][cH:16][c:17]1[C:18]([NH:7][CH:8]1[CH2:9][N:10]2[CH2:11][CH2:12][CH:13]1[CH2:14][CH2:15]2)=[O:19].[F:20][C:21]([c:22]1[n:23][cH:24][c:25]([C:26](=[O:27])[OH:28])[cH:29][cH:30]1)([F:31])[F:32]>>[NH:7]([CH:8]1[CH2:9][N:10]2[CH2:11][CH2:12][CH:13]1[CH2:14][CH2:15]2)[C:26]([c:25]1[cH:24][n:23][c:22]([C:21]([F:20])([F:31])[F:32])[cH:30][cH:29]1)=[O:28]. The reactants are CCCN=C=O, Cc1ccccc1, Cc1ccccc1N. The product is CCCNC(=O)Nc1ccccc1C. RXN SMILES: [CH2:9]([CH2:10][CH3:11])[N:12]=[C:13]=[O:14].[CH3:15][c:16]1[cH:17][cH:18][cH:19][cH:20][cH:21]1.[NH2:1][c:2]1[c:3]([CH3:8])[cH:4][cH:5][cH:6][cH:7]1>>[NH:1]([c:2]1[c:3]([CH3:8])[cH:4][cH:5][cH:6][cH:7]1)[C:13]([NH:12][CH2:9][CH2:10][CH3:11])=[O:14]. The reactants are ClCCCOCCC=1C=CC2=C(C=CS2)C1 (5-[2-(3-chloropropoxy)ethyl]-1-benzothiophene), N1CC(C1)NC(C)=O (N-(3-azetidinyl)acetamide), O (water), C(C)(=O)OCC (ethyl acetate). Solvent: CN(C=O)C (N,N-dimethylformamide). Conditions: temperature 90 celsius, time 12 hour. Yields the product S1C=CC2=C1C=CC(=C2)CCOCCCN2CC(C2)NC(C)=O (N-(1-{3-[2-(1-benzothiophen-5-yl)ethoxy]propyl}-3-azetidinyl)acetamide). Isolated yield 37.4%. As a reaction SMILES: Cl[CH2:2][CH2:3][CH2:4][O:5][CH2:6][CH2:7][C:8]1[CH:9]=[CH:10][C:11]2[S:15][CH:14]=[CH:13][C:12]=2[CH:16]=1.[NH:17]1[CH2:20][CH:19]([NH:21][C:22](=[O:24])[CH3:23])[CH2:18]1.O.C(OCC)(=O)C>CN(C)C=O>[S:15]1[C:11]2[CH:10]=[CH:9][C:8]([CH2:7][CH2:6][O:5][CH2:4][CH2:3][CH2:2][N:17]3[CH2:20][CH:19]([NH:21][C:22](=[O:24])[CH3:23])[CH2:18]3)=[CH:16][C:12]=2[CH:13]=[CH:14]1. Reported procedure: In 8 mL of N,N-dimethylformamide was dissolved 0.80 g of 5-[2-(3-chloropropoxy)ethyl]-1-benzothiophene, and 1.20 g of N-(3-azetidinyl)acetamide was added to the solution, after which the resulting mixture was stirred at 90° C. for 12 hours. After the reaction mixture was cooled, water and ethyl acetate were added thereto and the organic layer was separated. The organic layer was washed with water and then a saturated aqueous sodium chloride solution, dried over anhydrous magnesium sulfate, and t... Reactants: S(=O)(Cl)Cl (Thionyl chloride), CO (methanol), CC1=C(C=CC(=C1)C1=NC=CN=C1)C1=CC=C(C=C1)C(=O)O (2'-methyl-4'-pyrazinylbiphenyl-4-carboxylic acid). Run at time 15 minute. The product is CC1=C(C=CC(=C1)C1=NC=CN=C1)C1=CC=C(C=C1)C(=O)OC (Methyl 2'-methyl-4'-pyrazinylbiphenyl-4-carboxylate). Isolated yield 65.0%. As a reaction SMILES: S(Cl)(Cl)=O.[CH3:5][C:6]1[CH:11]=[C:10]([C:12]2[CH:17]=[N:16][CH:15]=[CH:14][N:13]=2)[CH:9]=[CH:8][C:7]=1[C:18]1[CH:23]=[CH:22][C:21]([C:24]([OH:26])=[O:25])=[CH:20][CH:19]=1.[CH3:27]O>>[CH3:5][C:6]1[CH:11]=[C:10]([C:12]2[CH:17]=[N:16][CH:15]=[CH:14][N:13]=2)[CH:9]=[CH:8][C:7]=1[C:18]1[CH:23]=[CH:22][C:21]([C:24]([O:26][CH3:27])=[O:25])=[CH:20][CH:19]=1. Procedure: Thionyl chloride (0.076 ml, 1.043 mmol) was added to methanol (7 ml) at 0° C. After 15 minutes, 2'-methyl-4'-pyrazinylbiphenyl-4-carboxylic acid (D85, 0.216 g, 0.745 mmol) was added and the mixture was heated to reflux. After 5 h, the reaction mixture was allowed to cool and was left at room temperature overnight. The reaction mixture was then evaporated under reduced pressure and the residue was partitioned between dichloromethane (25 ml) and 10% sodium carbonate solution (20 ml). The aqueous l... Reactants: OC1(N=C(N(C1)C1=CC=C(C=C1)S(=O)(=O)C)C1=CC=C(C=C1)C=1SC=CC1)C(F)(F)F (4-hydroxy-1-[4-(methylsulfonyl)phenyl]-2-[4-(2-thienyl)phenyl]-4-(trifluoromethyl)-4,5-dihydro-1H-imidazole), O.C1(=CC=C(C=C1)S(=O)(=O)O)C (p-toluenesulfonic acid monohydrate). The solvent is C1(=CC=CC=C1)C (toluene). Product: CS(=O)(=O)C1=CC=C(C=C1)N1C(=NC(=C1)C(F)(F)F)C1=CC=C(C=C1)C=1SC=CC1 (1-[4-(Methylsulfonyl)phenyl]-2-[4-(2-thienyl)phenyl]-4-(trifluoromethyl)-1H-imidazole). Yield: 63.9%. Reaction SMILES: O[C:2]1([C:28]([F:31])([F:30])[F:29])[CH2:6][N:5]([C:7]2[CH:12]=[CH:11][C:10]([S:13]([CH3:16])(=[O:15])=[O:14])=[CH:9][CH:8]=2)[C:4]([C:17]2[CH:22]=[CH:21][C:20]([C:23]3[S:24][CH:25]=[CH:26][CH:27]=3)=[CH:19][CH:18]=2)=[N:3]1.O.C1(C)C=CC(S(O)(=O)=O)=CC=1>C1(C)C=CC=CC=1>[CH3:16][S:13]([C:10]1[CH:9]=[CH:8][C:7]([N:5]2[CH:6]=[C:2]([C:28]([F:30])([F:29])[F:31])[N:3]=[C:4]2[C:17]2[CH:22]=[CH:21][C:20]([C:23]3[S:24][CH:25]=[CH:26][CH:27]=3)=[CH:19][CH:18]=2)=[CH:12][CH:11]=1)(=[O:14])=[O:15] |f:1.2|. Procedure details: A mixture of 4-hydroxy-1-[4-(methylsulfonyl)phenyl]-2-[4-(2-thienyl)phenyl]-4-(trifluoromethyl)-4,5-dihydro-1H-imidazole (0.345 g, 0.74 mmol) and p-toluenesulfonic acid monohydrate (0.035 g) in toluene (40 mL) was heated to reflux for 7 hours. The reaction mixture was cooled and the solvent removed under reduced pressure. The crude residue was redissolved in CH2Cl2 (50 mL) and the whole washed with water, aqueous NaHCO3 (30 mL), and brine. After dried over Na2SO4, and concentration in vacuo. The... Reactants: C1CCOC1, CNC, C[Al](C)C, ClCCl, Cl, COC(=O)c1[nH]c(=O)c(O)c2c1CCN(Cc1ccc(F)cc1)C2=O. As a reaction SMILES: [CH2:34]1[O:35][CH2:36][CH2:37][CH2:38]1.[CH3:1][NH:2][CH3:3].[CH3:4][Al:5]([CH3:6])[CH3:7].[Cl:39][CH2:40][Cl:41].[ClH:33].[F:8][c:9]1[cH:10][cH:11][c:12]([CH2:13][N:14]2[C:15](=[O:30])[c:16]3[c:17]([OH:29])[c:18](=[O:28])[nH:19][c:20]([C:24]([O:26][CH3:25])=[O:27])[c:21]3[CH2:22][CH2:23]2)[cH:31][cH:32]1>>[CH3:1][N:2]([CH3:3])[C:24]([c:20]1[nH:19][c:18](=[O:28])[c:17]([OH:29])[c:16]2[c:21]1[CH2:22][CH2:23][N:14]([CH2:13][c:12]1[cH:11][cH:10][c:9]([F:8])[cH:32][cH:31]1)[C:15]2=[O:30])=[O:26]. Yields the product CN(C)C(=O)c1[nH]c(=O)c(O)c2c1CCN(Cc1ccc(F)cc1)C2=O. Reactants: BrC1=CC=C2C=C(C=NC2=C1)CC (7-Bromo-3-ethyl-quinoline), C([O-])([O-])=O.[Na+].[Na+] (sodium carbonate), C(C)B(C=1C=NC=CC1)CC (diethyl(3-pyridyl)borane), aqueous solution. Reagents/catalysts: [Pd](Cl)Cl.C1(=CC=CC=C1)P(C1=CC=CC=C1)C1=CC=CC=C1.C1(=CC=CC=C1)P(C1=CC=CC=C1)C1=CC=CC=C1 (bis(triphenylphosphine) palladium (II) chloride). Run in O1CCCC1 (tetrahydrofuran). Conditions: temperature 90 celsius, time 5 hour. Product: C(C)C=1C=NC2=CC(=CC=C2C1)C=1C=NC=CC1 (3-Ethyl-7-pyridin-3-yl-quinoline). Isolated yield 58.0%. RXN SMILES: Br[C:2]1[CH:11]=[C:10]2[C:5]([CH:6]=[C:7]([CH2:12][CH3:13])[CH:8]=[N:9]2)=[CH:4][CH:3]=1.C(B(CC)[C:17]1[CH:18]=[N:19][CH:20]=[CH:21][CH:22]=1)C.C(=O)([O-])[O-].[Na+].[Na+]>O1CCCC1.[Pd](Cl)Cl.C1(P(C2C=CC=CC=2)C2C=CC=CC=2)C=CC=CC=1.C1(P(C2C=CC=CC=2)C2C=CC=CC=2)C=CC=CC=1>[CH2:12]([C:7]1[CH:8]=[N:9][C:10]2[C:5]([CH:6]=1)=[CH:4][CH:3]=[C:2]([C:17]1[CH:18]=[N:19][CH:20]=[CH:21][CH:22]=1)[CH:11]=2)[CH3:13] |f:2.3.4,6.7.8|. Reported procedure: To a well-stirred mixture consisting of the title compound of Step 1, this Example (1.40 g, 5.93 mmol), diethyl(3-pyridyl)borane (0.96 g, 6.53 mmol) and bis(triphenylphosphine) palladium (II) chloride (458 mg, 0.65 mmol) in tetrahydrofuran (15 ml), a 7.5 ml aqueous solution of sodium carbonate (2.51 g, 23.7 mmol) was added. The reaction mixture was then stirred at 90° C. for 5 hours, and then at ambient temperature for 18 hours. The aqueous phase of the biphasic reaction mixture is separated and...